Dataset: the Open Reaction Database (ORD), a public repository of structured organic reaction records. Task: describe an organic reaction: reactants, conditions, products, and yield Starting materials: [Li]C(C)(C)C, CC1(C)CCSc2ccc(C#Cc3ccc(Br)cn3)cc21, CN(C)C=O, [Cl-], [NH4+]. Product: CC1(C)CCSc2ccc(C#Cc3ccc(C=O)cn3)cc21. Reaction SMILES: [C:22]([Li:23])([CH3:24])([CH3:25])[CH3:26].[CH3:1][C:2]1([CH3:21])[CH2:3][CH2:4][S:5][c:6]2[cH:7][cH:8][c:9]([C:12]#[C:13][c:14]3[n:15][cH:16][c:17]([Br:20])[cH:18][cH:19]3)[cH:10][c:11]21.[CH3:27][N:28]([CH:29]=[O:30])[CH3:31].[Cl-:32].[NH4+:33]>>[CH3:1][C:2]1([CH3:21])[CH2:3][CH2:4][S:5][c:6]2[cH:7][cH:8][c:9]([C:12]#[C:13][c:14]3[n:15][cH:16][c:17]([CH:29]=[O:30])[cH:18][cH:19]3)[cH:10][c:11]21.